This data is from the Open Reaction Database (ORD), a public repository of structured organic reaction records. The task is: describe an organic reaction: reactants, conditions, products, and yield Procedure details: Phosphorus oxychloride (8.5 ml) was added slowly to a solution of 4-acetyl-2-thiazolecarboxamide (10.0 g) in N,N-dimethylformamide (500 ml) at 0°-5° C. with cooling on an ice-water bath. The mixture was stirred at 0°-5° C. with cooling on an ice-water bath for 4 hours and then was poured into ice water (400 ml). The solution was extracted with ethyl acetate (750 ml×2). The extract was dried with magnesium sulfate. The solvent was removed under reduced pressure and the residue was crystallized fr... Isolated yield 74.9%. RXN SMILES: P(Cl)(Cl)(Cl)=O.[C:6]([C:9]1[N:10]=[C:11]([C:14]([NH2:16])=O)[S:12][CH:13]=1)(=[O:8])[CH3:7]>CN(C)C=O>[C:6]([C:9]1[N:10]=[C:11]([C:14]#[N:16])[S:12][CH:13]=1)(=[O:8])[CH3:7]. The solvent is CN(C=O)C (N,N-dimethylformamide). Reactants: P(=O)(Cl)(Cl)Cl (Phosphorus oxychloride), C(C)(=O)C=1N=C(SC1)C(=O)N (4-acetyl-2-thiazolecarboxamide), ice water. Yields the product C(C)(=O)C=1N=C(SC1)C#N (4-acetyl-2-cyanothiazole). The reactants are CI, Cc1ccccc1, CCOC(=O)c1ccnc(O)c1. Product: CCOC(=O)c1ccnc(OC)c1. RXN SMILES: [CH3:13][I:14].[CH3:15][c:16]1[cH:17][cH:18][cH:19][cH:20][cH:21]1.[OH:1][c:2]1[n:3][cH:4][cH:5][c:6]([C:8](=[O:9])[O:10][CH2:11][CH3:12])[cH:7]1>>[O:1]([c:2]1[n:3][cH:4][cH:5][c:6]([C:8](=[O:9])[O:10][CH2:11][CH3:12])[cH:7]1)[CH3:13].